From a dataset of the Open Reaction Database (ORD), a public repository of structured organic reaction records. describe an organic reaction: reactants, conditions, products, and yield Reactants: CC(=O)C1=C(C=CC(=C1)O)O (2,5-dihydroxyacetophenone), N1CCCC1 (pyrrolidine), CC(=O)C (acetone). Run in C(C)#N (acetonitrile), CC(OCC)=O (EA). Conditions: temperature 45 celsius. The product is CC1(OC2=CC=C(C=C2C(C1)=O)O)C (2,2-Dimethyl-6-hydroxychroman-4-one). Reaction SMILES: [CH3:1][C:2]([C:4]1[CH:9]=[C:8]([OH:10])[CH:7]=[CH:6][C:5]=1[OH:11])=[O:3].N1C[CH2:15][CH2:14][CH2:13]1.CC(C)=O>C(#N)C.CC(=O)OCC>[CH3:13][C:14]1([CH3:15])[CH2:1][C:2](=[O:3])[C:4]2[C:5](=[CH:6][CH:7]=[C:8]([OH:10])[CH:9]=2)[O:11]1. Procedure details: A reaction mixture of 100 g (0.65 mol) of 2,5-dihydroxyacetophenone in 1 l of acetonitrile, 130 ml (1.55 mol) of pyrrolidine and 290 ml (3.95 mol) of acetone was heated to 45° C. for 8 h. The solvents were then stripped off in vac. and the residue was dissolved in 1 l of EA. The organic phase was washed twice with dilute hydrochloric acid, stirred with activated carbon and dried over magnesium sulfate and largely concentrated. After stirring the residue with petroleum ether and filtering off the... Reactants: COC(=O)C1(C(C)=O)CC1, O, OCCO, Cc1ccc(S(=O)(=O)O)cc1, c1ccccc1. Yields the product COC(=O)C1(C2(C)OCCO2)CC1. Reaction SMILES: [CH3:1][O:2][C:3](=[O:4])[C:5]1([C:8]([CH3:9])=[O:10])[CH2:6][CH2:7]1.[OH2:26].[OH:11][CH2:12][CH2:13][OH:14].[c:15]1([CH3:16])[cH:17][cH:18][c:19]([S:20]([OH:21])(=[O:22])=[O:23])[cH:24][cH:25]1.[cH:27]1[cH:28][cH:29][cH:30][cH:31][cH:32]1>>[CH3:1][O:2][C:3](=[O:4])[C:5]1([C:8]2([CH3:9])[O:10][CH2:13][CH2:12][O:11]2)[CH2:6][CH2:7]1. Starting materials: CC(=O)O, CC(=O)O, COC(=O)Cc1ccc(OC)cc1, C[O-], CO, Cl, Ic1ccccc1, [Na+]. Yields the product COC(=O)C(OC)c1ccc(OC)cc1. RXN SMILES: [C:4]([OH:5])(=[O:6])[CH3:7].[C:8]([OH:9])(=[O:10])[CH3:11].[CH3:19][O:20][c:21]1[cH:22][cH:23][c:24]([CH2:27][C:28](=[O:29])[O:30][CH3:31])[cH:25][cH:26]1.[CH3:1][O-:2].[CH3:33][OH:34].[ClH:32].[I:12][c:13]1[cH:14][cH:15][cH:16][cH:17][cH:18]1.[Na+:3]>>[CH3:4][O:6][CH:27]([c:24]1[cH:23][cH:22][c:21]([O:20][CH3:19])[cH:26][cH:25]1)[C:28](=[O:29])[O:30][CH3:31]. Reactants: FC1=C(C(=O)O)C(=CC=C1OC)N1N=CC=N1 (2-fluoro-3-methoxy-6-(2H-1,2,3-triazol-2-yl)benzoic acid), C[C@H]1[C@H](NCCC1)CN1C(C2=CC=CC=C2C1=O)=O (2-(((2S,3R)-3-methylpiperidin-2-yl)methyl)isoindoline-1,3-dione), FC1=NC=C(C=C1)C(F)(F)F (2-fluoro-5-(trifluoromethyl)pyridine). The product is FC1=C(C(=CC=C1OC)N1N=CC=N1)C(=O)N1[C@@H]([C@@H](CCC1)C)CNC1=NC=C(C=C1)C(F)(F)F ((2-Fluoro-3-methoxy-6-(2H-1,2,3-triazol-2-yl)phenyl)((2S,3R)-3-methyl-2-(((5-(trifluoromethyl)pyridin-2-yl)amino)methyl)piperidin-1-yl)methanone). As a reaction SMILES: [F:1][C:2]1[C:10]([O:11][CH3:12])=[CH:9][CH:8]=[C:7]([N:13]2[N:17]=[CH:16][CH:15]=[N:14]2)[C:3]=1[C:4]([OH:6])=O.[CH3:18][C@@H:19]1[CH2:24][CH2:23][CH2:22][NH:21][C@@H:20]1[CH2:25][N:26]1C(=O)C2C(=CC=CC=2)C1=O.F[C:38]1[CH:43]=[CH:42][C:41]([C:44]([F:47])([F:46])[F:45])=[CH:40][N:39]=1>>[F:1][C:2]1[C:10]([O:11][CH3:12])=[CH:9][CH:8]=[C:7]([N:13]2[N:17]=[CH:16][CH:15]=[N:14]2)[C:3]=1[C:4]([N:21]1[CH2:22][CH2:23][CH2:24][C@@H:19]([CH3:18])[C@H:20]1[CH2:25][NH:26][C:38]1[CH:43]=[CH:42][C:41]([C:44]([F:47])([F:46])[F:45])=[CH:40][N:39]=1)=[O:6]. Procedure details: The title compound was prepared following the same general protocol as described in Example A1, using 2-fluoro-3-methoxy-6-(2H-1,2,3-triazol-2-yl)benzoic acid, 2-(((2S,3R)-3-methylpiperidin-2-yl)methyl)isoindoline-1,3-dione and 2-fluoro-5-(trifluoromethyl)pyridine. ESI-MS (m/z): 493 [M+1]+. 1H NMR (500 MHz, DMSO-d6) δ 8.40-6.45 (m, 8H), 4.85-2.70 (m, 8H), 1.85-0.65 (m, 8H). Reactants: [Cr](=O)(=O)([O-])Cl.[NH+]1=CC=CC=C1 (Pyridinium chlorochromate), [O-]S(=O)(=O)[O-].[Mg+2] (MgSO4), COC1=C(C=C(C2=CC=CC=C12)OC)CO (1,4-dimethoxy-2-hydroxymethylnaphthalene). The solvent is C(Cl)Cl (CH2Cl2), C(Cl)Cl (CH2Cl2), C(Cl)Cl (CH2Cl2). Reaction conditions: time 12 hour. The product is COC1=C(C=C(C2=CC=CC=C12)OC)C=O (1,4-dimethoxy-2-naphthaldehyde). The yield is 84.9%. Reaction SMILES: [Cr](Cl)([O-])(=O)=O.[NH+]1C=CC=CC=1.[CH3:12][O:13][C:14]1[C:23]2[C:18](=[CH:19][CH:20]=[CH:21][CH:22]=2)[C:17]([O:24][CH3:25])=[CH:16][C:15]=1[CH2:26][OH:27].[O-]S([O-])(=O)=O.[Mg+2]>C(Cl)Cl>[CH3:12][O:13][C:14]1[C:23]2[C:18](=[CH:19][CH:20]=[CH:21][CH:22]=2)[C:17]([O:24][CH3:25])=[CH:16][C:15]=1[CH:26]=[O:27] |f:0.1,3.4|. Procedure: Pyridinium chlorochromate (PCC, 1.04 g, 4.8 mmol) was added to a flame-dried 100 mL round bottom flask followed by dry CH2Cl2 (25.0 mL) at room temperature under Argon. Alcohol 26 (0.607 g, 2.78 mmol) was dissolved in CH2Cl2 (5.0 mL) and added slowly at room temperature. The reaction was stirred for a further 12 h at room temperature before being poured into a slurry of fluoricil, MgSO4, and CH2Cl2. After stirring the suspension was filtered through celite and condensed. The resulting solid was ... Starting materials: C(C=1C(N)=CC=CC1)#N (Anthranilonitrile), C1CC2CC1CC2=O (norcamphor). The product is C1CC2CC1C3=C(C4=CC=CC=C4N=C23)N (9-amino- 1,4-methano- 1,2,3,4-tetrahydroacridine). Reaction SMILES: [C:1](#[N:9])[C:2]1[C:3](=[CH:5][CH:6]=[CH:7][CH:8]=1)[NH2:4].[CH2:10]1[CH:14]2[CH2:15][C:16](=O)[CH:12]([CH2:13]2)[CH2:11]1>>[CH2:15]1[CH:14]2[C:10]3[C:11]([CH:12]([CH2:13]2)[CH2:16]1)=[N:4][C:3]1[C:2](=[CH:8][CH:7]=[CH:6][CH:5]=1)[C:1]=3[NH2:9]. Procedure details: Anthranilonitrile (ortho-isomer) is allowed to react with norcamphor to obtain 9-amino- 1,4-methano- 1,2,3,4-tetrahydroacridine (Formula VIa). ##STR8## The reactants are CC1=CC(=NC=C1)N (4-methyl-pyridin-2-ylamine), C1CC(=O)N(C1=O)I (NIS). Yields the product IC=1C(=CC(=NC1)N)C (5-Iodo-4-methyl-pyridin-2-ylamine). As a reaction SMILES: [CH3:1][C:2]1[CH:7]=[CH:6][N:5]=[C:4]([NH2:8])[CH:3]=1.C1C(=O)N([I:16])C(=O)C1>>[I:16][C:7]1[C:2]([CH3:1])=[CH:3][C:4]([NH2:8])=[N:5][CH:6]=1. Procedure details: The title compound is synthesized according to general procedure GP1 starting from 2.0 g (18 mmol) 4-methyl-pyridin-2-ylamine and 4.2 g (18 mmol) NIS. Yield after precipitation from the reaction mixture: 3.6 g (83%). Starting materials: NC1CCC(CC1)CNC(OC(C)(C)C)=O (tert-butyl N-[(4-aminocyclohexyl)methyl]carbamate), C(C1=CC=CC=C1)(=O)N=C=S (benzoyl isothiocyanate). Solvent: C1CCOC1 (THF). Yields the product C(C1=CC=CC=C1)(=O)NC(=S)NC1CCC(CC1)CNC(OC(C)(C)C)=O (tert-butyl N-[(4-{[(benzoylamino)carbothioyl]amino}-cyclo-hexyl)methyl]carbamate). Isolated yield 91.2%. As a reaction SMILES: [NH2:1][CH:2]1[CH2:7][CH2:6][CH:5]([CH2:8][NH:9][C:10](=[O:16])[O:11][C:12]([CH3:15])([CH3:14])[CH3:13])[CH2:4][CH2:3]1.[C:17]([N:25]=[C:26]=[S:27])(=[O:24])[C:18]1[CH:23]=[CH:22][CH:21]=[CH:20][CH:19]=1>C1COCC1>[C:17]([NH:25][C:26]([NH:1][CH:2]1[CH2:7][CH2:6][CH:5]([CH2:8][NH:9][C:10](=[O:16])[O:11][C:12]([CH3:13])([CH3:15])[CH3:14])[CH2:4][CH2:3]1)=[S:27])(=[O:24])[C:18]1[CH:23]=[CH:22][CH:21]=[CH:20][CH:19]=1. Procedure: A solution of tert-butyl N-[(4-aminocyclohexyl)methyl]carbamate (4.683 g, 20.5 mmol) and benzoyl isothiocyanate (3.77 g, 23.1 mmol) in 180 ml THF was stirred at room temperature for 20 hours. The solvent was removed in vacuo to yield a golden viscous oil. The oil was triturated with 250 ml hexane and the resulting solid was collected by filtration and washed with hexane. The off-white solid was washed several times with hexane and was dried under vacuum to yield 91% (7.32 g) of the desired produ... Starting materials: COCCNCCOC, CC#N, CCN(C(C)C)C(C)C, CC(C)(C)OC(=O)C(CCC(N)=O)N1Cc2c(OCc3ccc(CCl)cc3)cccc2C1=O. Product: COCCN(CCOC)Cc1ccc(COc2cccc3c2CN(C(CCC(N)=O)C(=O)OC(C)(C)C)C3=O)cc1. As a reaction SMILES: [CH3:34][O:35][CH2:36][CH2:37][NH:38][CH2:39][CH2:40][O:41][CH3:42].[CH3:52][C:53]#[N:54].[CH:43]([N:44]([CH2:45][CH3:46])[CH:47]([CH3:48])[CH3:49])([CH3:50])[CH3:51].[NH2:1][C:2]([CH2:3][CH2:4][CH:5]([C:6](=[O:7])[O:8][C:9]([CH3:10])([CH3:11])[CH3:12])[N:13]1[C:14](=[O:32])[c:15]2[cH:16][cH:17][cH:18][c:19]([O:22][CH2:23][c:24]3[cH:25][cH:26][c:27]([CH2:30][Cl:31])[cH:28][cH:29]3)[c:20]2[CH2:21]1)=[O:33]>>[NH2:1][C:2]([CH2:3][CH2:4][CH:5]([C:6](=[O:7])[O:8][C:9]([CH3:10])([CH3:11])[CH3:12])[N:13]1[C:14](=[O:32])[c:15]2[cH:16][cH:17][cH:18][c:19]([O:22][CH2:23][c:24]3[cH:25][cH:26][c:27]([CH2:30][N:38]([CH2:37][CH2:36][O:35][CH3:34])[CH2:39][CH2:40][O:41][CH3:42])[cH:28][cH:29]3)[c:20]2[CH2:21]1)=[O:33]. The reactants are Cl (hydrochloric acid), C(=O)NC=1SC=C(N1)C(C(=O)NC1[C@@H]2N(C(=C(CS2)CS\C=C/C=2C=NC=CC2)C(=O)OC(C2=CC=CC=C2)C2=CC=CC=C2)C1=O)=NOC (benzhydryl 7-[2-(2-formamidothiazol-4-yl)-2-methoxyiminoacetamido]-3-[(Z)-2-(3-pyridyl)vinylthiomethyl]-3-cephem-4-carboxylate), C([O-])(O)=O.[Na+] (sodium bicarbonate). Solvent: C(C)(=O)OCC (ethyl acetate), O (water), CO (methanol). Conditions: temperature 35 celsius, time 1.5 hour. The yield is 90.3%. As a reaction SMILES: C([NH:3][C:4]1[S:5][CH:6]=[C:7]([C:9](=[N:48][O:49][CH3:50])[C:10]([NH:12][CH:13]2[C:46](=[O:47])[N:15]3[C:16]([C:30]([O:32][CH:33]([C:40]4[CH:45]=[CH:44][CH:43]=[CH:42][CH:41]=4)[C:34]4[CH:39]=[CH:38][CH:37]=[CH:36][CH:35]=4)=[O:31])=[C:17]([CH2:20][S:21]/[CH:22]=[CH:23]\[C:24]4[CH:25]=[N:26][CH:27]=[CH:28][CH:29]=4)[CH2:18][S:19][C@H:14]23)=[O:11])[N:8]=1)=O.Cl.C(=O)(O)[O-].[Na+]>CO.C(OCC)(=O)C.O>[NH2:3][C:4]1[S:5][CH:6]=[C:7]([C:9](=[N:48][O:49][CH3:50])[C:10]([NH:12][CH:13]2[C:46](=[O:47])[N:15]3[C:16]([C:30]([O:32][CH:33]([C:40]4[CH:45]=[CH:44][CH:43]=[CH:42][CH:41]=4)[C:34]4[CH:35]=[CH:36][CH:37]=[CH:38][CH:39]=4)=[O:31])=[C:17]([CH2:20][S:21]/[CH:22]=[CH:23]\[C:24]4[CH:25]=[N:26][CH:27]=[CH:28][CH:29]=4)[CH2:18][S:19][C@H:14]23)=[O:11])[N:8]=1 |f:2.3|. Procedure details: To a suspension of benzhydryl 7-[2-(2-formamidothiazol-4-yl)-2-methoxyiminoacetamido]-3-[(Z)-2-(3-pyridyl)vinylthiomethyl]-3-cephem-4-carboxylate (syn isomer) (1.21 g) in methanol (24 ml) was added conc. hydrochloric acid (0.52 ml) at ambient temperature. The mixture was stirred for 1.5 hours at 35° C. The mixture was concentrated in vacuo to give a residue, which was dissolved in a mixture of ethyl acetate and water. The mixture was adjusted to pH 7 with an aqueous solution of sodium bicarbonat... Yields the product NC=1SC=C(N1)C(C(=O)NC1[C@@H]2N(C(=C(CS2)CS\C=C/C=2C=NC=CC2)C(=O)OC(C2=CC=CC=C2)C2=CC=CC=C2)C1=O)=NOC (benzhydryl 7-[2-(2-aminothiazol-4-yl)-2-methoxyiminoacetamido]-3-[(Z)-2-(3-pyridyl)vinylthiomethyl]-3-cephem-4-carboxylate).